From a dataset of the Open Reaction Database (ORD), a public repository of structured organic reaction records. describe an organic reaction: reactants, conditions, products, and yield Starting materials: C1NCCC2=CC=CC=C12 (1,2,3,4-tetrahydro-isoquinoline), COC1=C(C=CC=C1)N1CCN(CC1)CCO (2-[4-(2-methoxy-phenyl)-piperazin-1-yl]ethanol). Product: C1N(CCC2=CC=CC=C12)CCO (2-(3,4-Dihydro-1H-isoquinolin-2-yl)-ethanol). Yield: 60.0%. Reaction SMILES: [CH2:1]1[C:10]2[C:5](=[CH:6][CH:7]=[CH:8][CH:9]=2)[CH2:4][CH2:3][NH:2]1.C[O:12][C:13]1C=CC=C[C:14]=1N1CCN(CCO)CC1>>[CH2:1]1[C:10]2[C:5](=[CH:6][CH:7]=[CH:8][CH:9]=2)[CH2:4][CH2:3][N:2]1[CH2:14][CH2:13][OH:12]. Procedure details: 2-(3,4-Dihydro-1H-isoquinolin-2-yl)-ethanol (31A) is prepared from 1,2,3,4-tetrahydro-isoquinoline as described for 28A. Starting materials: COc1ccccc1N1CCNCC1, CC1SCC(=O)N1CCCCBr, CC#N, [I-], [K+], [K+], [Na+], O=C([O-])[O-]. Product: COc1ccccc1N1CCN(CCCCN2C(=O)CSC2C)CC1. RXN SMILES: [CH3:13][O:14][c:15]1[c:16]([N:21]2[CH2:22][CH2:23][NH:24][CH2:25][CH2:26]2)[cH:17][cH:18][cH:19][cH:20]1.[CH3:1][CH:2]1[S:3][CH2:4][C:5](=[O:12])[N:6]1[CH2:7][CH2:8][CH2:9][CH2:10][Br:11].[CH3:35][C:36]#[N:37].[I-:33].[K+:27].[K+:28].[Na+:34].[O-:29][C:30]([O-:31])=[O:32]>>[CH3:1][CH:2]1[S:3][CH2:4][C:5](=[O:12])[N:6]1[CH2:7][CH2:8][CH2:9][CH2:10][N:24]1[CH2:23][CH2:22][N:21]([c:16]2[c:15]([O:14][CH3:13])[cH:20][cH:19][cH:18][cH:17]2)[CH2:26][CH2:25]1.